Dataset: the Open Reaction Database (ORD), a public repository of structured organic reaction records. Task: describe an organic reaction: reactants, conditions, products, and yield The reactants are C(C)(C)(C)C=1C=C(CC2(C(CCCC2)=O)C)C=C(C1O)C(C)(C)C (2-(3,5-Ditert.butyl-4-hydroxybenzyl)-2-methyl-cyclohexanone), C(CCC)C(=O)C (methyl n-butyl ketone). The product is C(C)(C)(C)C=1C=C(CC(CCC)C(=O)C)C=C(C1O)C(C)(C)C (methyl [1-(3,5-ditert.-butyl-4-hydroxybenzyl)-n-butyl] ketone). Isolated yield 60.0%. Reaction SMILES: [C:1]([C:5]1[CH:6]=[C:7]([CH:17]=[C:18]([C:21]([CH3:24])([CH3:23])[CH3:22])[C:19]=1[OH:20])[CH2:8][C:9]1(C)[CH2:14][CH2:13][CH2:12][CH2:11][C:10]1=[O:15])([CH3:4])([CH3:3])[CH3:2].C(C(C)=O)CCC>>[C:21]([C:18]1[CH:17]=[C:7]([CH:6]=[C:5]([C:1]([CH3:2])([CH3:4])[CH3:3])[C:19]=1[OH:20])[CH2:8][CH:9]([C:10]([CH3:11])=[O:15])[CH2:14][CH2:13][CH3:12])([CH3:22])([CH3:23])[CH3:24]. Procedure: If, in this example, the 2-methylcyclohexanone is replaced by an equivalent quantity of methyl n-butyl ketone, an otherwise identical procedure gives methyl [1-(3,5-ditert.-butyl-4-hydroxybenzyl)-n-butyl] ketone, which boils at 120° C. at 0.01 mm Hg and is an oil, in a yield of 60%.